This data is from the Open Reaction Database (ORD), a public repository of structured organic reaction records. The task is: describe an organic reaction: reactants, conditions, products, and yield RXN SMILES: [Al+3:25].[C:34]([O:35][CH2:36][CH3:37])(=[O:38])[CH3:39].[CH2:40]([Cl:41])[Cl:42].[CH3:11][c:12]1[c:13]([C:14](=[O:15])[Cl:16])[cH:17][cH:18][cH:19][c:20]1[N+:21](=[O:22])[O-:23].[CH3:28][CH2:29][CH2:30][CH2:31][CH2:32][CH3:33].[Cl-:24].[Cl-:26].[Cl-:27].[cH:1]1[cH:2][cH:3][c:4]2[cH:5][cH:6][cH:7][cH:8][c:9]2[cH:10]1>>[cH:1]1[c:2]([C:14]([c:13]2[c:12]([CH3:11])[c:20]([N+:21](=[O:22])[O-:23])[cH:19][cH:18][cH:17]2)=[O:15])[cH:3][c:4]2[cH:5][cH:6][cH:7][cH:8][c:9]2[cH:10]1. Starting materials: [Al+3], CCOC(C)=O, ClCCl, Cc1c(C(=O)Cl)cccc1[N+](=O)[O-], CCCCCC, [Cl-], [Cl-], [Cl-], c1ccc2ccccc2c1. Yields the product Cc1c(C(=O)c2ccc3ccccc3c2)cccc1[N+](=O)[O-]. Reactants: CC(Oc1cc(Br)cnc1N)c1c(Cl)ccc(F)c1Cl, COC(=O)c1ccc(B(O)O)cc1, Nc1ncc(-c2ccc(C(=O)O)cc2)cc1OCc1c(F)ccc(F)c1Cl. The product is CC(Oc1cc(-c2ccc(C(=O)O)cc2)cnc1N)c1c(Cl)ccc(F)c1Cl. Reaction SMILES: [Br:28][c:29]1[cH:30][c:31]([O:36][CH:37]([CH3:38])[c:39]2[c:40]([Cl:47])[c:41]([F:46])[cH:42][cH:43][c:44]2[Cl:45])[c:32]([NH2:35])[n:33][cH:34]1.[CH3:48][O:49][C:50]([c:51]1[cH:52][cH:53][c:54]([B:55]([OH:56])[OH:57])[cH:58][cH:59]1)=[O:60].[NH2:1][c:2]1[n:3][cH:4][c:5](-[c:8]2[cH:9][cH:10][c:11]([C:12](=[O:13])[OH:14])[cH:15][cH:16]2)[cH:6][c:7]1[O:17][CH2:18][c:19]1[c:20]([F:21])[cH:22][cH:23][c:24]([F:25])[c:26]1[Cl:27]>>[c:8]1(-[c:29]2[cH:30][c:31]([O:36][CH:37]([CH3:38])[c:39]3[c:40]([Cl:47])[c:41]([F:46])[cH:42][cH:43][c:44]3[Cl:45])[c:32]([NH2:35])[n:33][cH:34]2)[cH:9][cH:10][c:11]([C:12](=[O:13])[OH:14])[cH:15][cH:16]1. Starting materials: [N+](=O)([O-])C1=C(C=C(C=C1)S(=O)C=1C=C(C=CC1)NS(=O)(=O)C1=CC=CC=C1)CNCCC (N-[3-(4-nitro-3-propylaminomethyl-benzenesulfinyl)-phenyl]-benzenesulfonamide), O=[Si]=O (Dicalite). Reagents/catalysts: [Pd] (Pd/C). Run in CO (methanol). Product: NC1=C(C=C(C=C1)S(=O)C=1C=C(C=CC1)NS(=O)(=O)C1=CC=CC=C1)CNCCC (N-[3-(4-Amino-3-propylaminomethyl-benzenesulfinyl)-phenyl]-benzenesulfonamide). RXN SMILES: [N+:1]([C:4]1[CH:9]=[CH:8][C:7]([S:10]([C:12]2[CH:13]=[C:14]([NH:18][S:19]([C:22]3[CH:27]=[CH:26][CH:25]=[CH:24][CH:23]=3)(=[O:21])=[O:20])[CH:15]=[CH:16][CH:17]=2)=[O:11])=[CH:6][C:5]=1[CH2:28][NH:29][CH2:30][CH2:31][CH3:32])([O-])=O.O=[Si]=O>CO.[Pd]>[NH2:1][C:4]1[CH:9]=[CH:8][C:7]([S:10]([C:12]2[CH:13]=[C:14]([NH:18][S:19]([C:22]3[CH:27]=[CH:26][CH:25]=[CH:24][CH:23]=3)(=[O:21])=[O:20])[CH:15]=[CH:16][CH:17]=2)=[O:11])=[CH:6][C:5]=1[CH2:28][NH:29][CH2:30][CH2:31][CH3:32]. Procedure: A mixture of N-[3-(4-nitro-3-propylaminomethyl-benzenesulfinyl)-phenyl]-benzenesulfonamide (0.0019 mol) in methanol (100 mL) was hydrogenated with 10% Pd/C (0.5 g) as a catalyst. After uptake of H2 (3 equiv.), the reaction mixture was filtered over Dicalite, and the filtrate was evaporated. The residue was filtered over silica gel (eluent: 95:5 CH2Cl2:CH3OH), and then the purest product fractions were collected, and the solvent was evaporated to yield the title compound as a residue.